From a dataset of the Open Reaction Database (ORD), a public repository of structured organic reaction records. describe an organic reaction: reactants, conditions, products, and yield The reactants are CN1CCCC1=O, CCOC(C)=O, CCN(C(C)C)C(C)C, COC(=O)C1CNCC(c2ccc(OC(F)F)cc2)C1, O, O=C(Oc1ccc([N+](=O)[O-])cc1)N1CCS(=O)CC1. RXN SMILES: [CH3:50][N:51]1[CH2:52][CH2:53][CH2:54][C:55]1=[O:56].[CH3:57][CH2:58][O:59][C:60](=[O:61])[CH3:62].[CH:21]([N:22]([CH2:23][CH3:24])[CH:25]([CH3:26])[CH3:27])([CH3:28])[CH3:29].[F:1][CH:2]([O:3][c:4]1[cH:5][cH:6][c:7]([CH:10]2[CH2:11][CH:12]([C:16](=[O:17])[O:18][CH3:19])[CH2:13][NH:14][CH2:15]2)[cH:8][cH:9]1)[F:20].[OH2:49].[S:30]1(=[O:48])[CH2:31][CH2:32][N:33]([C:36](=[O:37])[O:38][c:39]2[cH:40][cH:41][c:42]([N+:43]([O-:44])=[O:45])[cH:46][cH:47]2)[CH2:34][CH2:35]1>>[F:1][CH:2]([O:3][c:4]1[cH:5][cH:6][c:7]([CH:10]2[CH2:11][CH:12]([C:16](=[O:17])[O:18][CH3:19])[CH2:13][N:14]([C:36]([N:33]3[CH2:32][CH2:31][S:30](=[O:48])[CH2:35][CH2:34]3)=[O:37])[CH2:15]2)[cH:8][cH:9]1)[F:20]. Yields the product COC(=O)C1CC(c2ccc(OC(F)F)cc2)CN(C(=O)N2CCS(=O)CC2)C1. Reaction conditions: time 1 hour. RXN SMILES: [F:1][C:2]1[C:10]([CH3:11])=[CH:9][C:8]([C:12]2[CH:17]=[CH:16][CH:15]=[C:14]([F:18])[CH:13]=2)=[CH:7][C:3]=1[C:4]([OH:6])=O.C(Cl)(C(Cl)=O)=O.[NH2:25][C:26]1[C:27]([CH3:34])=[C:28]([OH:33])[CH:29]=[CH:30][C:31]=1[F:32].C([O-])(O)=O.[Na+].Cl>C(Cl)Cl.CN(C=O)C.C1COCC1.O>[F:1][C:2]1[C:10]([CH3:11])=[CH:9][C:8]([C:12]2[CH:17]=[CH:16][CH:15]=[C:14]([F:18])[CH:13]=2)=[CH:7][C:3]=1[C:4]([NH:25][C:26]1[C:31]([F:32])=[CH:30][CH:29]=[C:28]([OH:33])[C:27]=1[CH3:34])=[O:6] |f:3.4|. Reported procedure: To a solution of 2-fluoro-5-(3-fluorophenyl)-3-methyl-benzoic acid (intermediate III(f)) (528 mg, 2.1 mmol, 1.0 eq), in CH2Cl2 (20 mL) and DMF (3 drops) was added (COCl)2 (0.5 mL). The reaction was stirred at room temperature for 1 h then the solvent and excess reagent were removed under reduced pressure. The residue obtained was dissolved in THF (20 mL) and added to a mixture of 3-amino-4-fluoro-2-methylphenol (intermediate X(e)) (300 mg, 2.1 mmol, 1.0 eq) and NaHCO3 (536 mg, 6.38 mmol, 3 eq) i... The yield is 53.9%. Starting materials: NC=1C(=C(C=CC1F)O)C (3-amino-4-fluoro-2-methylphenol), C(=O)(O)[O-].[Na+] (NaHCO3), FC1=C(C(=O)O)C=C(C=C1C)C1=CC(=CC=C1)F (2-fluoro-5-(3-fluorophenyl)-3-methyl-benzoic acid), C(=O)(C(=O)Cl)Cl ((COCl)2), Cl (HCl). Product: FC1=C(C(=O)NC2=C(C(=CC=C2F)O)C)C=C(C=C1C)C1=CC(=CC=C1)F (2-Fluoro-N-(6-fluoro-3-hydroxy-2-methyl-phenyl)-5-(3-fluorophenyl)-3-methyl-benzamide). Run in C1CCOC1 (THF), C(Cl)Cl (CH2Cl2), O (Water), C1CCOC1 (THF). Reagents/catalysts: CN(C)C=O (DMF). Yield: 51.8%. Run in CN(C=O)C (dimethylformamide). The product is BrCCCN1C(C=2C(C1=O)=CC=CC2)=O (N-(3-bromopropyl)phthalimide). Starting materials: C1(C=2C(C(N1)=O)=CC=CC2)=O.[K] (potassium phthalimide), BrCCCBr (1,3-dibromopropane). Reported procedure: In 100 ml of dimethylformamide were suspended 18.52 g of potassium phthalimide and 200 g of 1,3-dibromopropane, and then this suspension was heated with stirring at 120° C. for 6 hours so as to perform reaction. Next, insoluble matters were removed from the resulting reaction mixture by filtration, and the filtrate was then concentrated to dryness under reduced pressure. The residue was washed with hexane and then recrystallized from ethanol/water, and the resulting crystals were collected by fi... Run at temperature 120 celsius, time 6 hour. As a reaction SMILES: [C:1]1(=[O:11])[NH:5][C:4](=[O:6])[C:3]2=[CH:7][CH:8]=[CH:9][CH:10]=[C:2]12.[K].[Br:13][CH2:14][CH2:15][CH2:16]Br>CN(C)C=O>[Br:13][CH2:14][CH2:15][CH2:16][N:5]1[C:1](=[O:11])[C:2]2=[CH:10][CH:9]=[CH:8][CH:7]=[C:3]2[C:4]1=[O:6] |f:0.1,^1:11|. Starting materials: C=C (ethylene), C(C(=C)C)(=O)OC (methyl methacrylate), C1(\C=C/C(=O)O1)=O (maleic anhydride). Yields the product C=C.C(C=C)(=O)OC.C1(\C=C/C(=O)O1)=O (Ethylene/methyl acrylate maleic anhydride). As a reaction SMILES: C=C.[C:3](OC)(=O)[C:4](C)=C.[C:10]1(=[O:16])[O:15][C:13](=[O:14])[CH:12]=[CH:11]1>>[CH2:3]=[CH2:4].[C:13]([O:15][CH3:10])(=[O:14])[CH:12]=[CH2:11].[C:13]1(=[O:14])[O:15][C:10](=[O:16])[CH:11]=[CH:12]1 |f:3.4.5|. Reported procedure: (MFR=3.6 g/10 min, ethylene content=94.1% by weight, methyl methacrylate content=2.0% by weight and maleic anhydride content=3.9% by weight) Starting materials: resultant mixture, CCOCC (ether), ClC1=CC=C(N)C=C1 (4-chloroaniline), CN1CCC(CC1)=O (1-methyl-4-piperidone), 4A, [BH4-].[Na+] (Sodium borohydride). The solvent is O (water), C1=CC=CC=C1 (benzene). Conditions: time 5 hour. The product is ClC1=CC=C(NC2CCN(CC2)C)C=C1 (4 -(4-chloroanilino)-1-methylpiperidine). The yield is 1946.8%. As a reaction SMILES: [Cl:1][C:2]1[CH:8]=[CH:7][C:5]([NH2:6])=[CH:4][CH:3]=1.[CH3:9][N:10]1[CH2:15][CH2:14][C:13](=O)[CH2:12][CH2:11]1.CCOCC.[BH4-].[Na+]>C1C=CC=CC=1.O>[Cl:1][C:2]1[CH:8]=[CH:7][C:5]([NH:6][CH:13]2[CH2:14][CH2:15][N:10]([CH3:9])[CH2:11][CH2:12]2)=[CH:4][CH:3]=1 |f:3.4|. Procedure: To a solution of 4-chloroaniline (4.59 g, 30×1.2 mmol) and 1-methyl-4-piperidone (3.39 g, 30 mmol) in benzene (12 ml) is added Molecular Sieve 4A (6 g), and the resultant mixture is heated under reflux over a period of 20 hours. After cooling, the reaction mixture is mixed with ether and filtered to remove the Molecular Sieve. The filtrate is concentrated in vacuo, and the residue is dissolved in 95% ethanol (50 ml). Sodium borohydride (0.6 g, 15 mmol) is added to the solution, which is stirred ... Reactants: O (water), BrC=1C=C(CN(C(CNC(OC(C)(C)C)=O)=O)C)C=CC1 (tert-butyl {2-[(3-bromobenzyl)(methyl)amino]-2-oxoethyl}carbamate), O (water), ClC1=CC=C(C=C1)B(O)O ((4-chlorophenyl)boronic acid), C([O-])([O-])=O.[Na+].[Na+] (sodium carbonate). The reagents and catalysts are C=1C=CC(=CC1)[P](C=2C=CC=CC2)(C=3C=CC=CC3)[Pd]([P](C=4C=CC=CC4)(C=5C=CC=CC5)C=6C=CC=CC6)([P](C=7C=CC=CC7)(C=8C=CC=CC8)C=9C=CC=CC9)[P](C=1C=CC=CC1)(C=1C=CC=CC1)C=1C=CC=CC1 (tetrakis(triphenylphosphine)palladium). The solvent is C1(=CC=CC=C1)C (toluene). Reaction conditions: temperature 80 celsius, time 8 hour. The product is Cl.ClC1=CC=C(C=C1)C1=CC(=CC=C1)CN(C(CN)=O)C (N-[(4′-chlorobiphenyl-3-yl)methyl]-N-methylglycinamide hydrochloride). Isolated yield 133.7%. Reaction SMILES: Br[C:2]1[CH:3]=[C:4]([CH:19]=[CH:20][CH:21]=1)[CH2:5][N:6]([CH3:18])[C:7](=[O:17])[CH2:8][NH:9]C(=O)OC(C)(C)C.O.[Cl:23][C:24]1[CH:29]=[CH:28][C:27](B(O)O)=[CH:26][CH:25]=1.C(=O)([O-])[O-].[Na+].[Na+]>C1(C)C=CC=CC=1.C1C=CC([P]([Pd]([P](C2C=CC=CC=2)(C2C=CC=CC=2)C2C=CC=CC=2)([P](C2C=CC=CC=2)(C2C=CC=CC=2)C2C=CC=CC=2)[P](C2C=CC=CC=2)(C2C=CC=CC=2)C2C=CC=CC=2)(C2C=CC=CC=2)C2C=CC=CC=2)=CC=1>[ClH:23].[Cl:23][C:24]1[CH:29]=[CH:28][C:27]([C:2]2[CH:21]=[CH:20][CH:19]=[C:4]([CH2:5][N:6]([CH3:18])[C:7](=[O:17])[CH2:8][NH2:9])[CH:3]=2)=[CH:26][CH:25]=1 |f:3.4.5,8.9,^1:49,51,70,89|. Reported procedure: To a suspension of tert-butyl {2-[(3-bromobenzyl)(methyl)amino]-2-oxoethyl}carbamate (293 mg) in toluene (4 ml) were added water (2 ml), (4-chlorophenyl)boronic acid (192 mg), sodium carbonate (173 mg), and tetrakis(triphenylphosphine)palladium (28 mg), followed by stirring at 80° C. overnight. The reaction mixture was cooled to room temperature, and then water was added thereto, followed by extraction with EtOAc. The organic layer was concentrated under reduced pressure, and then the residue wa...